Dataset: the Open Reaction Database (ORD), a public repository of structured organic reaction records. Task: describe an organic reaction: reactants, conditions, products, and yield The reactants are C1CCOC1, CCOC(C)=O, [Na+], COC(=O)Cn1c(=O)ccc2ccc(OC(F)(F)F)cc21, [OH-]. The product is O=C(O)Cn1c(=O)ccc2ccc(OC(F)(F)F)cc21. Reaction SMILES: [CH2:24]1[O:25][CH2:26][CH2:27][CH2:28]1.[CH3:29][CH2:30][O:31][C:32](=[O:33])[CH3:34].[Na+:23].[O:1]=[c:2]1[n:3]([CH2:17][C:18](=[O:19])[O:20][CH3:21])[c:4]2[cH:5][c:6]([O:12][C:13]([F:14])([F:15])[F:16])[cH:7][cH:8][c:9]2[cH:10][cH:11]1.[OH-:22]>>[O:1]=[c:2]1[n:3]([CH2:17][C:18](=[O:19])[OH:20])[c:4]2[cH:5][c:6]([O:12][C:13]([F:14])([F:15])[F:16])[cH:7][cH:8][c:9]2[cH:10][cH:11]1. As a reaction SMILES: [NH:1]1[C:9]2[C:4](=[CH:5][CH:6]=[C:7]([C:10]([OH:12])=O)[CH:8]=2)[CH:3]=[CH:2]1.O[N:14]=[C:15]([NH2:22])[C:16]1[CH:21]=[CH:20][CH:19]=[N:18][CH:17]=1.N>>[NH:1]1[C:9]2[C:4](=[CH:5][CH:6]=[C:7]([C:10]3[O:12][N:22]=[C:15]([C:16]4[CH:17]=[N:18][CH:19]=[CH:20][CH:21]=4)[N:14]=3)[CH:8]=2)[CH:3]=[CH:2]1. Reactants: N1C=CC2=CC=C(C=C12)C(=O)O (1H-indole-6-carboxylic acid), ON=C(C1=CN=CC=C1)N (N′-hydroxynicotinimidamide), N (NH3). The product is N1C=CC2=CC=C(C=C12)C1=NC(=NO1)C=1C=NC=CC1 (5-(1H-indol-6-yl)-3-(pyridin-3-yl)-1,2,4-oxadiazole). Procedure details: The title compound was prepared according to Method C using 1H-indole-6-carboxylic acid (Aldrich) and N′-hydroxynicotinimidamide (Tyger). 1H NMR (300 MHz, DMSO-d6) δ 6.62 (ddd, J=3.0, 1.9, 0.8 Hz, 1 H), 7.62-7.71 (m, 2 H), 7.76-7.89 (m, 2 H), 8.27-8.33 (m, J=1.4 Hz, 1 H), 8.46 (dt, J=8.2, 1.9, 1.7 Hz, 1 H), 8.82 (dd, J=4.7, 1.7 Hz, 1 H), 9.27 (dd, J=2.2, 0.8 Hz, 1 H), 11.66 (s, 1 H) ppm; MS (DCI/NH3) m/z 263 (M+H)+. Reactants: CCN(CC)C(=O)NC(=S)Nc1c(C)cccc1C, CO, CI. Product: CCN(CC)C(=O)NC(=[NH+]c1c(C)cccc1C)SC, [I-]. As a reaction SMILES: [CH3:1][c:2]1[c:3]([NH:9][C:10](=[S:11])[NH:12][C:13]([N:14]([CH2:15][CH3:16])[CH2:17][CH3:18])=[O:19])[c:4]([CH3:8])[cH:5][cH:6][cH:7]1.[CH3:22][OH:23].[I:20][CH3:21]>>[CH3:1][c:2]1[c:3]([NH+:9]=[C:10]([S:11][CH3:21])[NH:12][C:13]([N:14]([CH2:15][CH3:16])[CH2:17][CH3:18])=[O:19])[c:4]([CH3:8])[cH:5][cH:6][cH:7]1.[I-:20]. Reactants: S1CCCC1 (tetrahydrothiophene), ClC1=CC=C(C=O)C=C1 (p-chlorobenzaldehyde), C1(=CC=CC=C1)C=[N+]=[N-] (phenyldiazomethane). Product: ClC1=CC=C(C=C1)C1OC1C1=CC=CC=C1 (2-(4-Chlorophenyl)-3-phenyloxirane). As a reaction SMILES: S1CCCC1.[Cl:6][C:7]1[CH:14]=[CH:13][C:10]([CH:11]=[O:12])=[CH:9][CH:8]=1.[C:15]1([CH:21]=[N+]=[N-])[CH:20]=[CH:19][CH:18]=[CH:17][CH:16]=1>ClCCl.C([O-])(=O)C.[Rh+2].C([O-])(=O)C>[Cl:6][C:7]1[CH:14]=[CH:13][C:10]([CH:11]2[CH:21]([C:15]3[CH:20]=[CH:19][CH:18]=[CH:17][CH:16]=3)[O:12]2)=[CH:9][CH:8]=1 |f:4.5.6|. Run in ClCCl (dichloromethane). The reagents and catalysts are C(C)(=O)[O-].[Rh+2].C(C)(=O)[O-] (rhodium (II) acetate). Isolated yield 26.0%. Reported procedure: To a stirred solution of tetrahydrothiophene (0.1 mmol), rhodium (II) acetate (0.01 mmol) and p-chlorobenzaldehyde (1 mmol) in dichloromethane (4 ml) was added a solution of phenyldiazomethane (1 mmol in 6 ml of tert-butylmethyl ether) at room temperature over a period of 24 hours. After addition was completed the solvent was removed in vacuo and the residue was chromatographed over silica to provide the title oxirane in 26% yield. The reactants are ClC1=NC=C(C=C1)[N+](=O)[O-] (2-chloro-5-nitro-pyridine), [H-].[Na+] (NaH), CN(C)C=O (DMF), CN(C)C=O (DMF), ice water. Reaction conditions: time 1 hour. Product: CN(C1=NC=C(C=C1)[N+](=O)[O-])C (dimethyl-(5-nitro-pyridin-2-yl)-amine). Reaction SMILES: Cl[C:2]1[CH:7]=[CH:6][C:5]([N+:8]([O-:10])=[O:9])=[CH:4][N:3]=1.[H-].[Na+].[CH3:13][N:14](C=O)[CH3:15]>>[CH3:13][N:14]([CH3:15])[C:2]1[CH:7]=[CH:6][C:5]([N+:8]([O-:10])=[O:9])=[CH:4][N:3]=1 |f:1.2|. Procedure: A mixture of 2-chloro-5-nitro-pyridine (500 mg, 3.15 mmol), in DMF (2 mL) was added dropwise to a suspension of NaH (151 mg, 6.31 mmol) in DMF (2 mL). The reaction mixture was stirred at room temperature for one hour then heated to 55° C. overnight. The reaction mixture was then poured into ice water, extracted with EtOAc, washed with brine, dried over sodium sulfate, filtered and concentrated to give dimethyl-(5-nitro-pyridin-2-yl)-amine as a yellow solid. LCMS calcd for C7H11N3 (m/e) 137, obsd... Starting materials: N#CCBr, [H-], [Na+], C1CCOC1, O=CC(c1ccccc1)c1ccccc1. Product: N#CCC(C=O)(c1ccccc1)c1ccccc1. As a reaction SMILES: [Br:18][CH2:19][C:20]#[N:21].[H-:16].[Na+:17].[O:22]1[CH2:23][CH2:24][CH2:25][CH2:26]1.[c:1]1([CH:7]([CH:8]=[O:9])[c:10]2[cH:11][cH:12][cH:13][cH:14][cH:15]2)[cH:2][cH:3][cH:4][cH:5][cH:6]1>>[c:1]1([C:7]([CH:8]=[O:9])([c:10]2[cH:11][cH:12][cH:13][cH:14][cH:15]2)[CH2:19][C:20]#[N:21])[cH:2][cH:3][cH:4][cH:5][cH:6]1. Reactants: OBO, Cc1oc(-c2ccc(Br)cc2)nc1CCN1CCCC1, c1ccc2c(c1)OCO2. Product: Cc1oc(-c2ccc(-c3ccc4c(c3)OCO4)cc2)nc1CCN1CCCC1. As a reaction SMILES: [BH:1]([OH:2])[OH:3].[Br:13][c:14]1[cH:15][cH:16][c:17](-[c:20]2[o:21][c:22]([CH3:32])[c:23]([CH2:25][CH2:26][N:27]3[CH2:28][CH2:29][CH2:30][CH2:31]3)[n:24]2)[cH:18][cH:19]1.[CH2:4]1[O:5][c:6]2[cH:7][cH:8][cH:9][cH:10][c:11]2[O:12]1>>[CH2:4]1[O:5][c:6]2[cH:7][cH:8][c:9](-[c:14]3[cH:15][cH:16][c:17](-[c:20]4[o:21][c:22]([CH3:32])[c:23]([CH2:25][CH2:26][N:27]5[CH2:28][CH2:29][CH2:30][CH2:31]5)[n:24]4)[cH:18][cH:19]3)[cH:10][c:11]2[O:12]1. Reactants: CCNC(=O)NN(C)CC(=O)O, CCOC(OCC)C(C)N(Cc1csc2ccccc12)C(=O)C(C)N. Reaction SMILES: [CH2:1]([CH3:2])[NH:3][C:4](=[O:5])[NH:6][N:7]([CH3:8])[CH2:9][C:10](=[O:11])[OH:12].[NH2:13][CH:14]([C:15](=[O:16])[N:17]([CH:18]([CH:19]([O:20][CH2:21][CH3:22])[O:23][CH2:24][CH3:25])[CH3:26])[CH2:27][c:28]1[c:29]2[c:30]([s:31][cH:32]1)[cH:33][cH:34][cH:35][cH:36]2)[CH3:37]>>[CH2:1]([CH3:2])[NH:3][C:4](=[O:5])[NH:6][N:7]([CH3:8])[CH2:9][C:10](=[O:12])[NH:13][CH:14]([C:15](=[O:16])[N:17]([CH:18]([CH:19]([O:20][CH2:21][CH3:22])[O:23][CH2:24][CH3:25])[CH3:26])[CH2:27][c:28]1[c:29]2[c:30]([s:31][cH:32]1)[cH:33][cH:34][cH:35][cH:36]2)[CH3:37]. Yields the product CCNC(=O)NN(C)CC(=O)NC(C)C(=O)N(Cc1csc2ccccc12)C(C)C(OCC)OCC. Starting materials: C1(=CC=CC=C1)CC=O (phenylacetaldehyde), C[Si](C)(C)C#N (trimethylsilyl cyanide), NC1=CC=C(C=C1)C(C(F)(F)F)(C(F)(F)F)O (2-(4-aminophenyl)-1,1,1,3,3,3-hexafluoropropan-2-ol). Run in C(Cl)Cl (CH2Cl2), O (water), C(Cl)Cl (CH2Cl2). Run at time 18 hour. The product is C1(=CC=CC=C1)CC(C#N)NC1=CC=C(C=C1)C(C(F)(F)F)(C(F)(F)F)O (3-Phenyl-2-({4-[2,2,2-trifluoro-1-hydroxy-1-(trifluoromethyl)ethyl]phenyl}-amino)propanenitrile). Isolated yield 62.2%. RXN SMILES: [C:1]1([CH2:7][CH:8]=O)[CH:6]=[CH:5][CH:4]=[CH:3][CH:2]=1.C[Si]([C:14]#[N:15])(C)C.[NH2:16][C:17]1[CH:22]=[CH:21][C:20]([C:23]([OH:32])([C:28]([F:31])([F:30])[F:29])[C:24]([F:27])([F:26])[F:25])=[CH:19][CH:18]=1>C(Cl)Cl.O>[C:1]1([CH2:7][CH:8]([NH:16][C:17]2[CH:18]=[CH:19][C:20]([C:23]([OH:32])([C:24]([F:25])([F:26])[F:27])[C:28]([F:29])([F:30])[F:31])=[CH:21][CH:22]=2)[C:14]#[N:15])[CH:2]=[CH:3][CH:4]=[CH:5][CH:6]=1. Procedure: To a mixture of phenylacetaldehyde (0.7 mL, 5.8 mmol) and trimethylsilyl cyanide 0.8 mL, 6.0 mmol) in CH2Cl2 (2 mL) was added 2-(4-aminophenyl)-1,1,1,3,3,3-hexafluoropropan-2-ol (Oakwood, 1.6 g, 6.1 mmol). The resulting mixture was stirred at ambient temperature over 18 h. The reaction mixture was diluted with CH2Cl2 and water. The organics were washed several times with water, dried (MgSO4), and concentrated in vacuo. Purification by flash chromatography (8:1 hexanes/EtOAc) afforded the title c...